From a dataset of the Open Reaction Database (ORD), a public repository of structured organic reaction records. describe an organic reaction: reactants, conditions, products, and yield The reactants are ClC1=CC=C(CC#N)C=C1 (4-chlorobenzyl cyanide), O1C(=CC=C1)C=O (2-furaldehyde), [OH-].[Na+] (sodium hydroxide). Solvent: CO (methanol), CO (methanol), CO (methanol). Run at time 30 minute. The product is ClC1=CC=C(C=C1)C(C#N)=CC=1OC=CC1 (2-(4-chlorophenyl)-3-(2-furyl)acrylonitrile). Yield: 91.2%. As a reaction SMILES: [Cl:1][C:2]1[CH:10]=[CH:9][C:5]([CH2:6][C:7]#[N:8])=[CH:4][CH:3]=1.[O:11]1[CH:15]=[CH:14][CH:13]=[C:12]1[CH:16]=O.[OH-].[Na+]>CO>[Cl:1][C:2]1[CH:10]=[CH:9][C:5]([C:6](=[CH:16][C:12]2[O:11][CH:15]=[CH:14][CH:13]=2)[C:7]#[N:8])=[CH:4][CH:3]=1 |f:2.3|. Procedure details: To a flask was added 22.65 g. (0.15 mole) of 4-chlorobenzyl cyanide in 75 ml. of methanol and 14.4 g. (0.15 mole) of 2-furaldehyde in 50 ml. of methanol. While stirring at room temperature, 12.0 g. (0.15 mole) of aqueous 50% sodium hydroxide was added dropwise. Within 30 minutes, a precipitate formed and 50 ml. of additional methanol was added. After one hour, the solid was filtered and dried to give 27.5 g. (91.2% yield) of 2-(4-chlorophenyl)-3-(2-furyl)acrylonitrile as a light yellow solid. The reactants are COC(=O)C1=C(NC(CN2CCN(CC2)C(C2=CC(=C(C=C2)OC)OC)=O)=O)C=CC=C1 (o-methoxycarbonyl- -[4-(3,4-dimethoxybenzoyl)-1-piperazinyl]acetanilide), CO (methanol), CO.[OH-].[K+] (potassium hydroxide methanol), Cl (hydrochloric acid). The solvent is C(C)O (ethanol). Product: Cl.C(=O)(O)C1=C(NC(CN2CCN(CC2)C(C2=CC(=C(C=C2)OC)OC)=O)=O)C=CC=C1 (o-carboxy- -[4-(3,4-dimethoxybenzoyl)-1-piperazinyl]acetanilide monohydrochloride). RXN SMILES: C[O:2][C:3]([C:5]1[CH:32]=[CH:31][CH:30]=[CH:29][C:6]=1[NH:7][C:8](=[O:28])[CH2:9][N:10]1[CH2:15][CH2:14][N:13]([C:16](=[O:27])[C:17]2[CH:22]=[CH:21][C:20]([O:23][CH3:24])=[C:19]([O:25][CH3:26])[CH:18]=2)[CH2:12][CH2:11]1)=[O:4].CO.CO.[OH-].[K+].[ClH:39]>C(O)C>[ClH:39].[C:3]([C:5]1[CH:32]=[CH:31][CH:30]=[CH:29][C:6]=1[NH:7][C:8](=[O:28])[CH2:9][N:10]1[CH2:11][CH2:12][N:13]([C:16](=[O:27])[C:17]2[CH:22]=[CH:21][C:20]([O:23][CH3:24])=[C:19]([O:25][CH3:26])[CH:18]=2)[CH2:14][CH2:15]1)([OH:4])=[O:2] |f:2.3.4,7.8|. Procedure: 20 Grams of o-methoxycarbonyl- -[4-(3,4-dimethoxybenzoyl)-1-piperazinyl]acetanilide, 400 ml of methanol and 25 ml of 3.5N-potassium hydroxide methanol solution were mixed together and the mixture was refluxed for 8.5 hours. After completion of the reaction, the reaction mixture was allowed to stand for cooling, then an ethanol solution of hydrochloric acid was added to the mixture to adjust the pH thereof to about 1. The crystals formed were removed by filtration, and the mother liquor was coole... The reactants are ClC1=C2CCN(C2=CC=C1)[C@@H]1C(OCC1)=O ((s)-3-(4-chloroindolin-1-yl)dihydrofuran-2(3H)-one), C[Al](C)C (trimethyl aluminum), C1=CC(=CC=C1N)S(=O)(=O)NC2=NC=CS2 (sulfathiazole), Cl (HCl). Run in ClCCl (dichloromethane), C(C)OC(C)=O (ethylacetate), CCCCCC (hexane), ClCCl (dichloromethane). Product: ClC1=C2CCN(C2=CC=C1)[C@H](C(=O)NC1=CC=C(C=C1)S(NC=1SC=CN1)(=O)=O)CCO ((S)-2-(4-Chloroindolin-1-yl)-4-hydroxy-N-(4-(N-thiazol-2-ylsulfamoyl)phenyl)butanamide). Yield: 79.9%. RXN SMILES: C[Al](C)C.[CH:5]1[C:10]([NH2:11])=[CH:9][CH:8]=[C:7]([S:12]([NH:15][C:16]2[S:20][CH:19]=[CH:18][N:17]=2)(=[O:14])=[O:13])[CH:6]=1.[Cl:21][C:22]1[CH:30]=[CH:29][CH:28]=[C:27]2[C:23]=1[CH2:24][CH2:25][N:26]2[C@H:31]1[CH2:35][CH2:34][O:33][C:32]1=[O:36].Cl>CCCCCC.ClCCl.C(OC(=O)C)C>[Cl:21][C:22]1[CH:30]=[CH:29][CH:28]=[C:27]2[C:23]=1[CH2:24][CH2:25][N:26]2[C@@H:31]([CH2:35][CH2:34][OH:33])[C:32]([NH:11][C:10]1[CH:5]=[CH:6][C:7]([S:12](=[O:14])(=[O:13])[NH:15][C:16]2[S:20][CH:19]=[CH:18][N:17]=2)=[CH:8][CH:9]=1)=[O:36]. Reported procedure: Prepared using general procedure 58. Under an N2 atmosphere at RT, 2M-trimethyl aluminum in hexane (9.13 mL) was added dropwise to a stirring solution of sulfathiazole (4.6 g, 18.27 mmol) in dichloromethane (100 mL) in 30 minutes. Upon completion of addition, the mixture was stirred at RT for an hour. Added (s)-3-(4-chloroindolin-1-yl)dihydrofuran-2(3H)-one (3.56 g, 14.97 mmol) in dichloromethane (20 mL) to above solution over 30 minutes. The mixture was stirred for 16 hrs at RT. The reaction mi... Reaction conditions: temperature 25 celsius. Procedure: Dioleyl adipate was synthesized by refluxing 733 grams (2.73 moles) oleyl alcohol, 190 grams (1.30 moles) adipic acid, 340 grams (500 ml.) heptane and 1.9 grams (0.02 mole) methane sulfonic acid under a nitrogen atmosphere for 5 hours, in a 3-liter, 3-necked flask equipped with an air driven stirrer, thermometer, reflux condenser and heating mantle. Approximately 47 ml. of water produced in the reaction was removed in a Dean-Stark trap. The reaction mixture was cooled to 25° C., diluted with 500... Reactants: C(CCCCCCC\C=C/CCCCCCCC)O (oleyl alcohol), C(CCCCC(=O)O)(=O)O (adipic acid), CCCCCCC (heptane), CS(=O)(=O)O (methane sulfonic acid). The solvent is O (water). RXN SMILES: [CH2:1]([OH:19])[CH2:2][CH2:3][CH2:4][CH2:5][CH2:6][CH2:7][CH2:8]/[CH:9]=[CH:10]\[CH2:11][CH2:12][CH2:13][CH2:14][CH2:15][CH2:16][CH2:17][CH3:18].[C:20]([OH:29])(=O)[CH2:21][CH2:22][CH2:23][CH2:24][C:25]([OH:27])=[O:26].[CH3:30][CH2:31][CH2:32][CH2:33][CH2:34][CH2:35][CH3:36].CS(O)(=O)=O>O>[C:25]([O:27][CH2:30][CH2:31][CH2:32][CH2:33][CH2:34][CH2:35][CH2:36][CH2:1]/[CH:2]=[CH:3]\[CH2:4][CH2:5][CH2:6][CH2:7][CH2:8][CH2:9][CH2:10][CH3:11])(=[O:26])[CH2:24][CH2:23][CH2:22][CH2:21][C:20]([O:19][CH2:1][CH2:2][CH2:3][CH2:4][CH2:5][CH2:6][CH2:7][CH2:8]/[CH:9]=[CH:10]\[CH2:11][CH2:12][CH2:13][CH2:14][CH2:15][CH2:16][CH2:17][CH3:18])=[O:29]. Yields the product C(CCCCC(=O)OCCCCCCCC\C=C/CCCCCCCC)(=O)OCCCCCCCC\C=C/CCCCCCCC (dioleyl adipate). Reactants: C(C1=CC=CC=C1)OC(=O)N1CC2(CC2)CC1C(NC1=C(C=CC(=C1)Br)N)=O (6-(2-Amino-5-bromo-phenylcarbamoyl)-5-aza-spiro[2.4]heptane-5-carboxylic acid benzyl ester), C(C1=CC=CC=C1)OC(=O)N1CC2(CC2)CC1C(NC1=C(C=C(C=C1)Br)N)=O (6-(2-Amino-4-bromo-phenylcarbamoyl)-5-aza-spiro[2.4]heptane-5-carboxylic acid benzyl ester), C(C1=CC=CC=C1)OC(=O)N1CC2(OCCO2)C[C@H]1C(=O)O ((S)-7-(benzyloxycarbonyl)-1,4-dioxa-7-azaspiro[4.4]nonane-8-carboxylic acid). Product: NC1=C(C=CC(=C1)Br)NC(=O)[C@H]1N(CC2(OCCO2)C1)C(=O)OCC1=CC=CC=C1 ((S)-benzyl 8-(2-amino-4-bromophenylcarbamoyl)-1,4-dioxa-7-azaspiro[4.4]nonane-7-carboxylate). Reaction SMILES: C(OC(N1C(C(=O)NC2C=C(Br)C=CC=2N)CC2(CC2)C1)=O)C1C=CC=CC=1.[CH2:29]([O:36][C:37]([N:39]1[CH:45]([C:46](=[O:56])[NH:47][C:48]2[CH:53]=[CH:52][C:51]([Br:54])=[CH:50][C:49]=2[NH2:55])[CH2:44][C:41]2(CC2)[CH2:40]1)=[O:38])[C:30]1[CH:35]=[CH:34][CH:33]=[CH:32][CH:31]=1.C(OC(N1[C@H](C(O)=O)CC2([O:73][CH2:72][CH2:71][O:70]2)C1)=O)C1C=CC=CC=1>>[NH2:55][C:49]1[CH:50]=[C:51]([Br:54])[CH:52]=[CH:53][C:48]=1[NH:47][C:46]([C@@H:45]1[CH2:44][C:41]2([O:73][CH2:72][CH2:71][O:70]2)[CH2:40][N:39]1[C:37]([O:36][CH2:29][C:30]1[CH:31]=[CH:32][CH:33]=[CH:34][CH:35]=1)=[O:38])=[O:56]. Procedure details: Title compound was prepared in quantitative yield according to the method employed to make 6-(2-Amino-5-bromo-phenylcarbamoyl)-5-aza-spiro[2.4]heptane-5-carboxylic acid benzyl ester and 6-(2-Amino-4-bromo-phenylcarbamoyl)-5-aza-spiro[2.4]heptane-5-carboxylic acid benzyl ester, substituting (S)-5-(benzyloxycarbonyl)-5-azaspiro[2.4]heptane-6-carboxylic acid with (S)-7-(benzyloxycarbonyl)-1,4-dioxa-7-azaspiro[4.4]nonane-8-carboxylic acid (357 mg, 99%). The reactants are O=C([O-])[O-], CCCCBr, Cc1cc(OCc2ccccc2)c(C)cc1O, CC#N, [K+], [K+]. Product: CCCCOc1cc(C)c(OCc2ccccc2)cc1C. Reaction SMILES: [C:23](=[O:24])([O-:25])[O-:26].[CH2:18]([CH2:19][CH2:20][CH3:21])[Br:22].[CH3:1][c:2]1[c:3]([OH:17])[cH:4][c:5]([CH3:16])[c:6]([O:8][CH2:9][c:10]2[cH:11][cH:12][cH:13][cH:14][cH:15]2)[cH:7]1.[CH3:29][C:30]#[N:31].[K+:27].[K+:28]>>[CH3:1][c:2]1[c:3]([O:17][CH2:18][CH2:19][CH2:20][CH3:21])[cH:4][c:5]([CH3:16])[c:6]([O:8][CH2:9][c:10]2[cH:11][cH:12][cH:13][cH:14][cH:15]2)[cH:7]1. The reactants are CC(=O)CC(C)C, CN(C)c1ccncc1, COC(=O)CC(O)CCl, [N-]=[N+]=[N-], [Na+]. Yields the product COC(=O)CC(O)CN=[N+]=[N-]. Reaction SMILES: [CH2:23]([C:24]([CH3:25])=[O:26])[CH:27]([CH3:28])[CH3:29].[CH3:14][N:15]([CH3:16])[c:17]1[cH:18][cH:19][n:20][cH:21][cH:22]1.[Cl:1][CH2:2][CH:3]([CH2:4][C:5](=[O:6])[O:7][CH3:8])[OH:9].[N-:11]=[N+:12]=[N-:13].[Na+:10]>>[CH2:2]([CH:3]([CH2:4][C:5](=[O:6])[O:7][CH3:8])[OH:9])[N:11]=[N+:12]=[N-:13].